From a dataset of the Open Reaction Database (ORD), a public repository of structured organic reaction records. describe an organic reaction: reactants, conditions, products, and yield The reactants are C1CCOC1, COC(=O)Cc1ccc(OC(COc2cccc(C(O)(C(F)(F)F)C(F)(F)F)c2)c2ccccc2)cc1, [K+], [Li+], [OH-], O=S(=O)([O-])O. The product is O=C(O)Cc1ccc(OC(COc2cccc(C(O)(C(F)(F)F)C(F)(F)F)c2)c2ccccc2)cc1. RXN SMILES: [CH2:46]1[O:47][CH2:48][CH2:49][CH2:50]1.[CH3:1][O:2][C:3]([CH2:4][c:5]1[cH:6][cH:7][c:8]([O:11][CH:12]([CH2:13][O:14][c:15]2[cH:16][c:17]([C:21]([C:22]([F:23])([F:24])[F:25])([C:26]([F:27])([F:28])[F:29])[OH:30])[cH:18][cH:19][cH:20]2)[c:31]2[cH:32][cH:33][cH:34][cH:35][cH:36]2)[cH:9][cH:10]1)=[O:37].[K+:45].[Li+:39].[OH-:38].[S:40](=[O:41])(=[O:42])([OH:43])[O-:44]>>[O:2]=[C:3]([CH2:4][c:5]1[cH:6][cH:7][c:8]([O:11][CH:12]([CH2:13][O:14][c:15]2[cH:16][c:17]([C:21]([C:22]([F:23])([F:24])[F:25])([C:26]([F:27])([F:28])[F:29])[OH:30])[cH:18][cH:19][cH:20]2)[c:31]2[cH:32][cH:33][cH:34][cH:35][cH:36]2)[cH:9][cH:10]1)[OH:37]. Starting materials: Cl.C(C)(=O)OCC(=O)NC=1C=NC2=CC(=CC=C2C1NCC(C)(C)O)OCC1=CC=CC=C1 (2-({7-benzyloxy-4-[(2-hydroxy-2-methylpropyl)amino]quinolin-3-yl}amino)-2-oxoethyl acetate hydrochloride), [OH-].[Na+] (sodium hydroxide). Run in CO (methanol), O (water). Reaction conditions: temperature 55 celsius. Product: C(C1=CC=CC=C1)OC=1C=CC=2C3=C(C=NC2C1)N=C(N3CC(C)(O)C)CO (1-[7-benzyloxy-2-(hydroxymethyl)-1H-imidazo[4,5-c]quinolin-1-yl]-2-methylpropan-2-ol). Yield: 97.8%. RXN SMILES: Cl.C([O:5][CH2:6][C:7]([NH:9][C:10]1[CH:11]=[N:12][C:13]2[C:18]([C:19]=1[NH:20][CH2:21][C:22]([OH:25])([CH3:24])[CH3:23])=[CH:17][CH:16]=[C:15]([O:26][CH2:27][C:28]1[CH:33]=[CH:32][CH:31]=[CH:30][CH:29]=1)[CH:14]=2)=O)(=O)C.[OH-].[Na+]>CO.O>[CH2:27]([O:26][C:15]1[CH:16]=[CH:17][C:18]2[C:19]3[N:20]([CH2:21][C:22]([CH3:24])([OH:25])[CH3:23])[C:7]([CH2:6][OH:5])=[N:9][C:10]=3[CH:11]=[N:12][C:13]=2[CH:14]=1)[C:28]1[CH:33]=[CH:32][CH:31]=[CH:30][CH:29]=1 |f:0.1,2.3|. Procedure: A mixture of 2-({7-benzyloxy-4-[(2-hydroxy-2-methylpropyl)amino]quinolin-3-yl}amino)-2-oxoethyl acetate hydrochloride (54.0 g, 0.114 mol) in methanol (270 mL) was heated to 55° C., at which point a solution was obtained. A solution of sodium hydroxide (9.2 g, 0.23 mol) in water (90 mL) was then added over a period of five minutes while heating the reaction mixture at reflux. Following the addition, the addition funnel was rinsed with water (10 mL), and the reaction mixture was heated at reflux f...